Dataset: the Open Reaction Database (ORD), a public repository of structured organic reaction records. Task: describe an organic reaction: reactants, conditions, products, and yield Reactants: C(#N)CC(=O)OCC (ethyl cyanoacetate), ClC(=CC(C(C)(C)Br)Br)Cl (1,1-dichloro-3,4-dibromo-4-methylpent-1-ene), [Ca] (calcium), C([O-])([O-])=O.[Mg+2] (magnesium carbonate), [Cl-] (chloride), Cl (hydrochloric acid). Reagents/catalysts: [Br-].C(CCCCCCCCCCCCCCC)[N+](C)(C)C (cetyl trimethyl ammonium bromide), [Cl-].C[N+](CC)(CC)CC (methyl triethyl ammonium chloride), [Cu] (copper). Solvent: O (water), C(C)(=O)OCCCC (n-butyl acetate), O (water). Conditions: time 30 minute. Product: C(#N)C1(C(C1C=C(Cl)Cl)(C)C)C(=O)OCC (ethyl 1-cyano-3-(2',2'-dichlorovinyl)-2,2-dimethyl-cyclopropane-1-carboxylate). As a reaction SMILES: [C:1]([CH2:3][C:4]([O:6][CH2:7][CH3:8])=[O:5])#[N:2].[Cl:9][C:10]([Cl:18])=[CH:11][CH:12](Br)[C:13](Br)([CH3:15])[CH3:14].[Ca].C(=O)([O-])[O-].[Mg+2].[Cl-].Cl>O.[Br-].C([N+](C)(C)C)CCCCCCCCCCCCCCC.[Cl-].C[N+](CC)(CC)CC.[Cu].C(OCCCC)(=O)C>[C:1]([C:3]1([C:4]([O:6][CH2:7][CH3:8])=[O:5])[CH:12]([CH:11]=[C:10]([Cl:18])[Cl:9])[C:13]1([CH3:15])[CH3:14])#[N:2] |f:3.4,8.9,10.11|. Reported procedure: A mixture of ethyl cyanoacetate (24.88 parts), 1,1-dichloro-3,4-dibromo-4-methylpent-1-ene (62.2 parts), calcium or magnesium carbonate and metal chloride is heated in water (100 parts) in the presence of a phase transfer catalyst (either cetyl trimethyl ammonium bromide (CTMAB) or methyl triethyl ammonium chloride (MTEAC)]] and a copper salt as catalyst. The reaction mass is cooled to room temperature, n-butyl acetate (100 parts by volume) water (100 parts) and hydrochloric acid (100 parts by v... Reactants: CCN(CC)S(F)(F)F (DAST), C(#N)C1(CN(C1)C(=O)OC(C)(C)C)CO (tert-Butyl 3-cyano-3-(hydroxymethyl)azetidine-1-carboxylate), C(=O)(O)[O-].[Na+] (NaHCO3). Run in C(Cl)Cl (DCM). Run at temperature 0 celsius, time 3 hour. The product is C(#N)C1(CN(C1)C(=O)OC(C)(C)C)CF (tert-butyl 3-cyano-3-(fluoromethyl)azetidine-1-carboxylate). RXN SMILES: [C:1]([C:3]1([CH2:14]O)[CH2:6][N:5]([C:7]([O:9][C:10]([CH3:13])([CH3:12])[CH3:11])=[O:8])[CH2:4]1)#[N:2].CCN(S(F)(F)[F:22])CC.C([O-])(O)=O.[Na+]>C(Cl)Cl>[C:1]([C:3]1([CH2:14][F:22])[CH2:6][N:5]([C:7]([O:9][C:10]([CH3:13])([CH3:12])[CH3:11])=[O:8])[CH2:4]1)#[N:2] |f:2.3|. Procedure: tert-Butyl 3-cyano-3-(hydroxymethyl)azetidine-1-carboxylate (5.0 g) was dissolved in DCM (100 mL). At 0° C., DAST (3.74 mL) was added thereto, followed by stirring at 0° C. for 3 hours. Three hours later, to the reaction liquid was added an aqueous NaHCO3 solution (100 mL), followed by extraction with DCM (50 mL) three times. The organic layer was washed with brine, dried over MgSO4, and then concentrated. The residue was purified by silica gel column chromatography (automatic purification devic... Starting materials: FC1=C(C(=O)NNC(=O)NC2CC2)C=CC=C1 (2-(2-fluorobenzoyl)-N-cyclopropylhydrazinecarboxamide), Cl (hydrochloric acid). The solvent is [OH-].[Na+] (sodium hydroxide), [OH-].[Na+] (sodium hydroxide). The product is C1(CC1)N1C(NN=C1C1=C(C=CC=C1)F)=O (4-cyclopropyl-5-(2-fluorophenyl)-2,4-dihydro-3H-1,2,4-triazol-3-one). RXN SMILES: [F:1][C:2]1[CH:17]=[CH:16][CH:15]=[CH:14][C:3]=1[C:4]([NH:6][NH:7][C:8]([NH:10][CH:11]1[CH2:13][CH2:12]1)=[O:9])=O.Cl>[OH-].[Na+]>[CH:11]1([N:10]2[C:4]([C:3]3[CH:14]=[CH:15][CH:16]=[CH:17][C:2]=3[F:1])=[N:6][NH:7][C:8]2=[O:9])[CH2:13][CH2:12]1 |f:2.3|. Procedure: 0.89 g (3.75 mmol) of 2-(2-fluorobenzoyl)-N-cyclopropylhydrazinecarboxamide from Example 3A are heated under reflux in 3.75 ml 2 N aqueous sodium hydroxide for about 45 hrs. To complete the reaction, a further 5 ml 6 N aqueous sodium hydroxide are added and the mixture heated once more under reflux for 6 hrs. After cooling, it is acidified with 1 N hydrochloric acid with stirring and the reaction mixture extracted three times with ethyl acetate. The combined organic phases are dried over magnesi... Reactants: C1(C=2C(C(=O)O1)=CC=CC2)=O (phthalic anhydride), stainless steel, C(Cl)Cl (methylene chloride), B(F)(F)F (BF3), C1=CC=CC=C1 (benzene). Run in O (water), S(O)(O)(=O)=O (sulfuric acid). Run at temperature -40 celsius. Yields the product C1=CC=CC=2C(C3=CC=CC=C3C(C12)=O)=O (anthraquinone). Isolated yield 82.0%. Reaction SMILES: [C:1]1(=[O:11])[O:6][C:4](=O)[C:3]2=[CH:7][CH:8]=[CH:9][CH:10]=[C:2]12.C(Cl)Cl.B(F)(F)F.[CH:19]1[CH:24]=[CH:23][CH:22]=[CH:21][CH:20]=1>S(=O)(=O)(O)O.O>[CH:10]1[C:2]2[C:1](=[O:11])[C:24]3[C:19](=[CH:20][CH:21]=[CH:22][CH:23]=3)[C:4](=[O:6])[C:3]=2[CH:7]=[CH:8][CH:9]=1. Procedure details: 22.2 g of phthalic anhydride (0.15 mole) were charged into a stainless steel autoclave at ambient temperature with 10 cm3 of methylene chloride. The autoclave was cooled with liquid nitrogen. 30 g of HF (1.5 mole) and 102 g of BF3 (1.5 mole) were introduced. The temperature was brought to -40° C. and 12.9 g of benzene (0.165 mole) were introduced during 15 minutes. The temperature was maintained at -40° C. for one hour under 15 bars pressure, followed by decompression and degasification under va... Starting materials: CN(Cc1cc2ccccc2n1C)C(=O)C=Cc1cnc2c(c1)NC(=O)CN2C(=O)OC(C)(C)C, ClCCl, O=C(O)C(F)(F)F. Reaction SMILES: [C:8]([O:9][C:10](=[O:11])[N:15]1[c:16]2[c:17]([cH:22][c:23]([CH:26]=[CH:27][C:28]([N:29]([CH2:30][c:31]3[n:32]([CH3:40])[c:33]4[cH:34][cH:35][cH:36][cH:37][c:38]4[cH:39]3)[CH3:41])=[O:42])[cH:24][n:25]2)[NH:18][C:19](=[O:21])[CH2:20]1)([CH3:12])([CH3:13])[CH3:14].[Cl:43][CH2:44][Cl:45].[OH:1][C:2]([C:3]([F:4])([F:5])[F:6])=[O:7]>>[NH:15]1[c:16]2[c:17]([cH:22][c:23]([CH:26]=[CH:27][C:28]([N:29]([CH2:30][c:31]3[n:32]([CH3:40])[c:33]4[cH:34][cH:35][cH:36][cH:37][c:38]4[cH:39]3)[CH3:41])=[O:42])[cH:24][n:25]2)[NH:18][C:19](=[O:21])[CH2:20]1. The product is CN(Cc1cc2ccccc2n1C)C(=O)C=Cc1cnc2c(c1)NC(=O)CN2. The reactants are C1(=C(C=CC=C1)P(C1CCCCC1)C1CCCCC1)C1=CC=CC=C1 (biphenyl-2-yldicyclohexylphosphine), N1CCS(CC1)(=O)=O (thiomorpholine 1,1 dioxide), ClC=1C=CC=2C3=C(N(C2C1)CC1=CC=C(C=C1)OC)C(=CC(=N3)C=3C=NC(=CC3)C)C(=O)OC (methyl 7-chloro-5-(4-methoxybenzyl)-2-(6-methylpyridin-3-yl)-5H-pyrido[3,2-b]indole-4-carboxylate), P(=O)([O-])([O-])[O-].[K+].[K+].[K+] (potassium phosphate), C1(=CC=CC=C1)OC (anisole). Reagents/catalysts: C=1C=CC(=CC1)/C=C/C(=O)/C=C/C2=CC=CC=C2.C=1C=CC(=CC1)/C=C/C(=O)/C=C/C2=CC=CC=C2.C=1C=CC(=CC1)/C=C/C(=O)/C=C/C2=CC=CC=C2.[Pd].[Pd] (tris(dibenzylideneacetone)dipalladium(0)). Conditions: temperature 100 celsius. The product is O=S1(CCN(CC1)C=1C=CC=2C3=C(NC2C1)C(=CC(=N3)C=3C=NC(=CC3)C)C(=O)OC)=O (methyl 7-(1,1-dioxido-4-thiomorpholinyl)-2-(6-methylpyridin-3-yl)-5H-pyrido[3,2-b]indole-4-carboxylate). Isolated yield 72.8%. RXN SMILES: C1(C2C=CC=CC=2)C=CC=CC=1P(C1CCCCC1)C1CCCCC1.[NH:26]1[CH2:31][CH2:30][S:29](=[O:33])(=[O:32])[CH2:28][CH2:27]1.Cl[C:35]1[CH:36]=[CH:37][C:38]2[C:39]3[N:56]=[C:55]([C:57]4[CH:58]=[N:59][C:60]([CH3:63])=[CH:61][CH:62]=4)[CH:54]=[C:53]([C:64]([O:66][CH3:67])=[O:65])[C:40]=3[N:41](CC3C=CC(OC)=CC=3)[C:42]=2[CH:43]=1.P([O-])([O-])([O-])=O.[K+].[K+].[K+].C1(OC)C=CC=CC=1>C1C=CC(/C=C/C(/C=C/C2C=CC=CC=2)=O)=CC=1.C1C=CC(/C=C/C(/C=C/C2C=CC=CC=2)=O)=CC=1.C1C=CC(/C=C/C(/C=C/C2C=CC=CC=2)=O)=CC=1.[Pd].[Pd]>[O:32]=[S:29]1(=[O:33])[CH2:30][CH2:31][N:26]([C:35]2[CH:36]=[CH:37][C:38]3[C:39]4[N:56]=[C:55]([C:57]5[CH:58]=[N:59][C:60]([CH3:63])=[CH:61][CH:62]=5)[CH:54]=[C:53]([C:64]([O:66][CH3:67])=[O:65])[C:40]=4[NH:41][C:42]=3[CH:43]=2)[CH2:27][CH2:28]1 |f:3.4.5.6,8.9.10.11.12|. Procedure details: A microwave vial containing a mixture of biphenyl-2-yldicyclohexylphosphine (13 mg, 0.037 mmol), thiomorpholine 1,1 dioxide (30 mg, 0.22 mmol), methyl 7-chloro-5-(4-methoxybenzyl)-2-(6-methylpyridin-3-yl)-5H-pyrido[3,2-b]indole-4-carboxylate (88 mg, 0.186 mmol), potassium phosphate, tribasic (59 mg, 0.28 mmol), and tris(dibenzylideneacetone)dipalladium(0) (8.5 mg, 9.3 μmol) was flushed with nitrogen. DME (0.4 mL) was added and the vial was sealed and heated at 100° C. overnight. The reaction was... Starting materials: [Li]CCCC, CCCCCC, Cc1cnc2c(c1)CCCC2, C[Si](C)(C)N=C=S, CC(C)NC(C)C, Cl, O, c1ccccc1. Yields the product Cc1cnc2c(c1)CCCC2C(N)=S. RXN SMILES: [CH2:8]([Li:9])[CH2:10][CH2:11][CH3:12].[CH3:13][CH2:14][CH2:15][CH2:16][CH2:17][CH3:18].[CH3:19][c:20]1[cH:21][n:22][c:23]2[c:28]([cH:29]1)[CH2:27][CH2:26][CH2:25][CH2:24]2.[CH3:30][Si:31]([CH3:32])([CH3:33])[N:34]=[C:35]=[S:36].[CH:1]([NH:2][CH:3]([CH3:4])[CH3:5])([CH3:6])[CH3:7].[ClH:37].[OH2:44].[cH:38]1[cH:39][cH:40][cH:41][cH:42][cH:43]1>>[CH3:19][c:20]1[cH:21][n:22][c:23]2[c:28]([cH:29]1)[CH2:27][CH2:26][CH2:25][CH:24]2[C:35]([NH2:34])=[S:36]. Product: CCCOCc1c(F)c(NC(=O)C(C)(C)C)c2c(=O)cc(-c3ccc(NC(=O)C(C)(C)C)c(F)c3)oc2c1F. RXN SMILES: [CH2:41]([CH2:42][CH3:43])[OH:44].[F:1][c:2]1[c:3]([CH2:35][O:36][S:37]([CH3:38])(=[O:39])=[O:40])[c:4]([F:34])[c:5]2[c:6]([c:7](=[O:25])[cH:8][c:9](-[c:11]3[cH:12][c:13]([F:24])[c:14]([NH:17][C:18]([C:19]([CH3:20])([CH3:21])[CH3:22])=[O:23])[cH:15][cH:16]3)[o:10]2)[c:26]1[NH:27][C:28]([C:29]([CH3:30])([CH3:31])[CH3:32])=[O:33]>>[F:1][c:2]1[c:3]([CH2:35][O:36][CH2:41][CH2:42][CH3:43])[c:4]([F:34])[c:5]2[c:6]([c:7](=[O:25])[cH:8][c:9](-[c:11]3[cH:12][c:13]([F:24])[c:14]([NH:17][C:18]([C:19]([CH3:20])([CH3:21])[CH3:22])=[O:23])[cH:15][cH:16]3)[o:10]2)[c:26]1[NH:27][C:28]([C:29]([CH3:30])([CH3:31])[CH3:32])=[O:33]. The reactants are CCCO, CC(C)(C)C(=O)Nc1ccc(-c2cc(=O)c3c(NC(=O)C(C)(C)C)c(F)c(COS(C)(=O)=O)c(F)c3o2)cc1F. The reactants are C(N)(SCCC(=C(F)F)F)=S (3,4,4-trifluoro-3-butenyl dithiocarbamate), C(C)OC(CCl)OCC (chloroacetaldehyde diethyl acetal), O.C1(=CC=C(C=C1)S(=O)(=O)O)C (p-toluenesulphonic acid monohydrate). Run in C(C)(=O)O (acetic acid). Conditions: temperature 95 celsius, time 1.5 hour. The product is FC(CCSC=1SC=CN1)=C(F)F (2-[(3,4,4-trifluoro-3-butenyl)sulphanyl]-1,3-thiazole). RXN SMILES: [C:1](=[S:11])([S:3][CH2:4][CH2:5][C:6]([F:10])=[C:7]([F:9])[F:8])[NH2:2].[CH2:12](OC(OCC)CCl)[CH3:13].O.C1(C)C=CC(S(O)(=O)=O)=CC=1>C(O)(=O)C>[F:10][C:6](=[C:7]([F:9])[F:8])[CH2:5][CH2:4][S:3][C:1]1[S:11][CH:12]=[CH:13][N:2]=1 |f:2.3|. Procedure details: 3 g (14.9 mmol) of 3,4,4-trifluoro-3-butenyl dithiocarbamate in 15 ml of glacial acetic acid are admixed with 2.3 g (15.1 mmol) of chloroacetaldehyde diethyl acetal and 40 mg of p-toluenesulphonic acid monohydrate. The mixture is stirred at 95° C. for 1.5 h and, after cooling to room temperature, is then concentrated by evaporation under reduced pressure. The evaporation residue is taken up in dichloromethane and washed with 1 N sodium hydroxide solution, and the organic phase is removed, dried ... Starting materials: C1OC2(CC(CCC2)(C2=CC=CC=C2)COCC2=CC(=CC(=C2)C(F)(F)F)C(F)(F)F)OC1 (1-(((3,3-ethylenedioxy-1-phenylcyclohexyl)methoxy)methyl)-3,5-bis(trifluoromethyl)benzene), Cl (HCl), C([O-])(O)=O.[Na+] (sodium bicarbonate), ClCCl (dichloromethane). Solvent: CC(=O)C (acetone). Product: FC(C=1C=C(COCC2(CC(CCC2)=O)C2=CC=CC=C2)C=C(C1)C(F)(F)F)(F)F (3-((3,5-bis(trifluoromethyl)benzyloxy)methyl)-3-phenylcyclohexanone). The yield is 92.3%. As a reaction SMILES: C1CO[C:3]2([CH2:8][CH2:7][CH2:6][C:5]([CH2:15][O:16][CH2:17][C:18]3[CH:23]=[C:22]([C:24]([F:27])([F:26])[F:25])[CH:21]=[C:20]([C:28]([F:31])([F:30])[F:29])[CH:19]=3)([C:9]3[CH:14]=[CH:13][CH:12]=[CH:11][CH:10]=3)[CH2:4]2)[O:2]1.Cl.C(=O)(O)[O-].[Na+].ClCCl>CC(C)=O>[F:25][C:24]([F:26])([F:27])[C:22]1[CH:23]=[C:18]([CH:19]=[C:20]([C:28]([F:31])([F:30])[F:29])[CH:21]=1)[CH2:17][O:16][CH2:15][C:5]1([C:9]2[CH:14]=[CH:13][CH:12]=[CH:11][CH:10]=2)[CH2:6][CH2:7][CH2:8][C:3](=[O:2])[CH2:4]1 |f:2.3|. Procedure details: To a solution of 1-(((3,3-ethylenedioxy-1-phenylcyclohexyl)methoxy)methyl)-3,5-bis(trifluoromethyl)benzene (990 mg, 2.09 mmol) in acetone (4 mL) at room temperature were added 1N HCl solution (3.13 mL) and the resulting mixture was stirred at reflux for 2 hr. After cooling down, saturated sodium bicarbonate and dichloromethane were added and the organic layer was separated. The aqueous layer was extracted with dichloromethane 2 times and the combined organic layers were dried over magnesium sulf...